From a dataset of the Open Reaction Database (ORD), a public repository of structured organic reaction records. describe an organic reaction: reactants, conditions, products, and yield Starting materials: BrC[C@@H]1OC([C@@H]2[C@H]1OC(O2)(C)C)=O ((3aS,6R,6aR)-6-(bromomethyl)-2,2-dimethyldihydrofuro[3,4-d][1,3]dioxol-4-(3aH)-one), ClC=1C=NC=C(C1NC1=CC(OC2=C(C(=CC=C12)OC)O)=O)Cl (4-(3,5-dichloropyridin-4-ylamino)-8-hydroxy-7-methoxy-2H-chromen-2-one). The product is ClC=1C=NC=C(C1NC1=CC(OC2=C(C(=CC=C12)OC)OC[C@@H]1OC([C@H]2OC(O[C@H]21)(C)C)=O)=O)Cl (4-(3,5-Dichloropyridin-4-ylamino)-8-(((3aS,4S,6aS)-2,2-dimethyl-6-oxotetrahydrofuro[3,4-d][1,3]dioxol-4-yl)methoxy)-7-methoxy-2H-chromen-2-one). As a reaction SMILES: Br[CH2:2][C@H:3]1[C@@H:7]2[O:8][C:9]([CH3:12])([CH3:11])[O:10][C@@H:6]2[C:5](=[O:13])[O:4]1.[Cl:14][C:15]1[CH:16]=[N:17][CH:18]=[C:19]([Cl:36])[C:20]=1[NH:21][C:22]1[C:31]2[C:26](=[C:27]([OH:34])[C:28]([O:32][CH3:33])=[CH:29][CH:30]=2)[O:25][C:24](=[O:35])[CH:23]=1>>[Cl:14][C:15]1[CH:16]=[N:17][CH:18]=[C:19]([Cl:36])[C:20]=1[NH:21][C:22]1[C:31]2[C:26](=[C:27]([O:34][CH2:2][C@H:3]3[C@H:7]4[C@H:6]([O:10][C:9]([CH3:12])([CH3:11])[O:8]4)[C:5](=[O:13])[O:4]3)[C:28]([O:32][CH3:33])=[CH:29][CH:30]=2)[O:25][C:24](=[O:35])[CH:23]=1. Procedure: The title compound was prepared from (3aS,6R,6aR)-6-(bromomethyl)-2,2-dimethyldihydrofuro[3,4-d][1,3]dioxol-4-(3aH)-one and 4-(3,5-dichloropyridin-4-ylamino)-8-hydroxy-7-methoxy-2H-chromen-2-one (Example 29) following the procedure outlined in Example 25. 1H NMR (400 MHz, DMSO-d6): δ 9.57 (s, 1H), 8.83 (s, 2H), 7.98 (d, 1H), 7.23 (s, 1H), 5.16 (m, 2H), 4.87 (m, 1H), 4.67 (s, 1H) 4.36 (m, 2H), 3.93 (s, 3H), 1.40 (s, 3H), 1.37 (s, 3H); MS (ESI): 522.8. Starting materials: [Br-], [Mg+]c1ccccc1CN1CCCC1, C1CCOC1, CCC(=O)c1ccc2[nH]c(-c3n[nH]c4ccsc34)cc2c1. Yields the product CCC(O)(c1ccc2[nH]c(-c3n[nH]c4ccsc34)cc2c1)c1ccccc1CN1CCCC1. Reaction SMILES: [Br-:22].[N:23]1([CH2:28][c:29]2[c:30]([Mg+:35])[cH:31][cH:32][cH:33][cH:34]2)[CH2:24][CH2:25][CH2:26][CH2:27]1.[O:36]1[CH2:37][CH2:38][CH2:39][CH2:40]1.[nH:1]1[n:2][c:3](-[c:9]2[nH:10][c:11]3[cH:12][cH:13][c:14]([C:18]([CH2:19][CH3:20])=[O:21])[cH:15][c:16]3[cH:17]2)[c:4]2[c:5]1[cH:6][cH:7][s:8]2>>[nH:1]1[n:2][c:3](-[c:9]2[nH:10][c:11]3[cH:12][cH:13][c:14]([C:18]([CH2:19][CH3:20])([OH:21])[c:30]4[c:29]([CH2:28][N:23]5[CH2:24][CH2:25][CH2:26][CH2:27]5)[cH:34][cH:33][cH:32][cH:31]4)[cH:15][c:16]3[cH:17]2)[c:4]2[c:5]1[cH:6][cH:7][s:8]2. Reactants: BrCc1ccccc1, [K+], CN(C)C=O, [OH-], O=C(O)CCO. Product: O=C(CCO)OCc1ccccc1. Reaction SMILES: [CH2:9]([c:10]1[cH:11][cH:12][cH:13][cH:14][cH:15]1)[Br:16].[K+:8].[O:17]=[CH:18][N:19]([CH3:20])[CH3:21].[OH-:7].[OH:1][CH2:2][CH2:3][C:4]([OH:5])=[O:6]>>[OH:1][CH2:2][CH2:3][C:4]([O:5][CH2:9][c:10]1[cH:11][cH:12][cH:13][cH:14][cH:15]1)=[O:6]. Starting materials: N1CCOCC1 (morpholine), N1=C(Cl)N=C(Cl)N=C1Cl (Cyanuric chloride), O (water). The solvent is CN(C)C=O (DMF). Conditions: time 20 minute. Product: ClC1=NC(=NC(=N1)N1CCOCC1)N1CCOCC1 (4,4′-(6-chloro-1,3,5-triazine-2,4-diyl)dimorpholine). Yield: 56.0%. RXN SMILES: [N:1]1[C:8](Cl)=[N:7][C:5](Cl)=[N:4][C:2]=1[Cl:3].[NH:10]1[CH2:15][CH2:14][O:13][CH2:12][CH2:11]1.[OH2:16]>CN(C=O)C>[Cl:3][C:2]1[N:1]=[C:8]([N:10]2[CH2:15][CH2:14][O:13][CH2:12][CH2:11]2)[N:7]=[C:5]([N:10]2[CH2:15][CH2:14][O:16][CH2:12][CH2:11]2)[N:4]=1. Reported procedure: Cyanuric chloride (1.00 g, 5.42 mmol, 1.0 eq.) was dissolved in DMF (5 ml) and morpholine (2.11 ml, 24.4 mmol, 4.5 eq.) was slowly added into reaction mixture at 0° C., stirred for 20 minutes at the same temperature, poured to water and colorless precipitate was filtered, washed with hexane and diethyl ether and dried to provide the title compound as a colorless solid (860 mg, 56%). Reactants: COC(=O)c1ccc(-c2nc(C)no2)nc1, CO, Cl, [K+], [OH-]. Product: Cc1noc(-c2ccc(C(=O)O)cn2)n1. As a reaction SMILES: [CH3:1][O:2][C:3]([c:4]1[cH:5][n:6][c:7](-[c:10]2[n:11][c:12]([CH3:15])[n:13][o:14]2)[cH:8][cH:9]1)=[O:16].[CH3:20][OH:21].[ClH:19].[K+:18].[OH-:17]>>[O:2]=[C:3]([c:4]1[cH:5][n:6][c:7](-[c:10]2[n:11][c:12]([CH3:15])[n:13][o:14]2)[cH:8][cH:9]1)[OH:16]. Starting materials: CNN (Methylhydrazine), C(C1=CC=CC=C1)(=O)CC(=O)OCC (Ethyl benzoylacetate), C(C1=CC=CC=C1)(=O)CC(=O)OCC (ethyl benzoylacetate). Run in C(C)(C)O (isopropanol), C(C)(C)O (isopropanol). Reaction conditions: temperature 20 celsius, time 2 hour. Product: CN1N=C(CC1=O)C1=CC=CC=C1 (1-methyl-3-phenyl-2-pyrazolin-5-one). Reaction SMILES: [C:1]([CH2:9][C:10]([O:12]CC)=O)(=O)[C:2]1[CH:7]=[CH:6][CH:5]=[CH:4][CH:3]=1.[CH3:15][NH:16][NH2:17]>C(O)(C)C>[CH3:15][N:16]1[C:10](=[O:12])[CH2:9][C:1]([C:2]2[CH:7]=[CH:6][CH:5]=[CH:4][CH:3]=2)=[N:17]1. Procedure details: Ethyl benzoylacetate (1,538 g, 8 moles) dissolved in isopropanol (6 l) is placed in a 12 l flask under an atmosphere of nitrogen. Methylhydrazine (410 g, 8.7 moles, 98%) in isopropanol (800 ml) is added with stirring in a dropwise manner to the ethyl benzoylacetate solution prewarmed to about 80° C. During the addition the external heating is removed. Seeding of the reaction mixture with the product at the point of one-third addition of methylhydrazine causes a copious precipitate of product. Th...